The task is: describe an organic reaction: reactants, conditions, products, and yield. This data is from the Open Reaction Database (ORD), a public repository of structured organic reaction records. Reactants: CC1CN(Cc2ccc(CC(=O)O)cc2)CCN1C(=O)OCc1ccccc1, C(=NC1CCCCC1)=NC1CCCCC1, ClCCl, ClCCl, Fc1cccc(NC2CCNCC2)c1, CN(C)C=O, On1nnc2ccccc21. Product: CC1CN(Cc2ccc(CC(=O)N3CCC(Nc4cccc(F)c4)CC3)cc2)CCN1C(=O)OCc1ccccc1. As a reaction SMILES: [CH3:1][CH:2]1[CH2:3][N:4]([CH2:18][c:19]2[cH:20][cH:21][c:22]([CH2:25][C:26](=[O:27])[OH:28])[cH:23][cH:24]2)[CH2:5][CH2:6][N:7]1[C:8](=[O:9])[O:10][CH2:11][c:12]1[cH:13][cH:14][cH:15][cH:16][cH:17]1.[CH:29]1([N:30]=[C:31]=[N:32][CH:33]2[CH2:34][CH2:35][CH2:36][CH2:37][CH2:38]2)[CH2:39][CH2:40][CH2:41][CH2:42][CH2:43]1.[Cl:68][CH2:69][Cl:70].[Cl:76][CH2:77][Cl:78].[F:54][c:55]1[cH:56][c:57]([NH:61][CH:62]2[CH2:63][CH2:64][NH:65][CH2:66][CH2:67]2)[cH:58][cH:59][cH:60]1.[O:71]=[CH:72][N:73]([CH3:74])[CH3:75].[OH:44][n:45]1[c:46]2[cH:47][cH:48][cH:49][cH:50][c:51]2[n:52][n:53]1>>[CH3:1][CH:2]1[CH2:3][N:4]([CH2:18][c:19]2[cH:20][cH:21][c:22]([CH2:25][C:26](=[O:27])[N:65]3[CH2:64][CH2:63][CH:62]([NH:61][c:57]4[cH:56][c:55]([F:54])[cH:60][cH:59][cH:58]4)[CH2:67][CH2:66]3)[cH:23][cH:24]2)[CH2:5][CH2:6][N:7]1[C:8](=[O:9])[O:10][CH2:11][c:12]1[cH:13][cH:14][cH:15][cH:16][cH:17]1. The reactants are Cc1ccccc1, Cc1ccc(CO)cn1, O, O=S(Cl)Cl. The product is Cc1ccc(CCl)cn1. RXN SMILES: [CH3:14][c:15]1[cH:16][cH:17][cH:18][cH:19][cH:20]1.[CH3:1][c:2]1[cH:3][cH:4][c:5]([CH2:8][OH:9])[cH:6][n:7]1.[OH2:21].[S:10]([Cl:11])([Cl:12])=[O:13]>>[CH3:1][c:2]1[cH:3][cH:4][c:5]([CH2:8][Cl:12])[cH:6][n:7]1. Reactants: BrC=1C=NN2C1N=C(C=C2)N2C(OC[C@@H]2C(C)C)=O ((S)-3-(3-bromopyrazolo[1,5-a]pyrimidin-5-yl)-4-isopropyloxazolidin-2-one), CC1(OB(OC1(C)C)C1=CC=C(C=C1)C=1N(C=CN1)COCC[Si](C)(C)C)C (2-(4-(4,4,5,5-tetramethyl-1,3,2-dioxaborolan-2-yl)phenyl)-1-((2-(trimethylsilyl)ethoxy)methyl)-1H-imidazole), O1CCOCC1 (dioxane), C(=O)([O-])[O-].[Na+].[Na+] (Na2CO3), C1(CCCCC1)P(C1=C(C=CC=C1)C1=C(C=C(C=C1C(C)C)C(C)C)C(C)C)C1CCCCC1 (dicyclohexyl(2′,4′,6′-triisopropylbiphenyl-2-yl)phosphine). The reagents and catalysts are C=1C=CC(=CC1)/C=C/C(=O)/C=C/C2=CC=CC=C2.C=1C=CC(=CC1)/C=C/C(=O)/C=C/C2=CC=CC=C2.C=1C=CC(=CC1)/C=C/C(=O)/C=C/C2=CC=CC=C2.[Pd].[Pd] (Pd2 dba3). The solvent is O (H2O), CCOC(=O)C (EtOAc). Reaction conditions: temperature 90 celsius. Yields the product C(C)(C)[C@@H]1N(C(OC1)=O)C1=NC=2N(C=C1)N=CC2C2=CC=C(C=C2)C=2N(C=CN2)COCC[Si](C)(C)C ((S)-4-isopropyl-3-(3-(4-(1-((2-(trimethylsilyl)ethoxy)methyl)-1H-imidazol-2-yl)phenyl)pyrazolo[1,5-a]pyrimidin-5-yl)oxazolidin-2-one). Reaction SMILES: Br[C:2]1[CH:3]=[N:4][N:5]2[CH:10]=[CH:9][C:8]([N:11]3[C@@H:15]([CH:16]([CH3:18])[CH3:17])[CH2:14][O:13][C:12]3=[O:19])=[N:7][C:6]=12.CC1(C)C(C)(C)OB([C:28]2[CH:33]=[CH:32][C:31]([C:34]3[N:35]([CH2:39][O:40][CH2:41][CH2:42][Si:43]([CH3:46])([CH3:45])[CH3:44])[CH:36]=[CH:37][N:38]=3)=[CH:30][CH:29]=2)O1.O1CCOCC1.C([O-])([O-])=O.[Na+].[Na+].C1(P(C2CCCCC2)C2C=CC=CC=2C2C(C(C)C)=CC(C(C)C)=CC=2C(C)C)CCCCC1>O.CCOC(C)=O.C1C=CC(/C=C/C(/C=C/C2C=CC=CC=2)=O)=CC=1.C1C=CC(/C=C/C(/C=C/C2C=CC=CC=2)=O)=CC=1.C1C=CC(/C=C/C(/C=C/C2C=CC=CC=2)=O)=CC=1.[Pd].[Pd]>[CH:16]([C@H:15]1[CH2:14][O:13][C:12](=[O:19])[N:11]1[C:8]1[CH:9]=[CH:10][N:5]2[N:4]=[CH:3][C:2]([C:28]3[CH:29]=[CH:30][C:31]([C:34]4[N:35]([CH2:39][O:40][CH2:41][CH2:42][Si:43]([CH3:46])([CH3:45])[CH3:44])[CH:36]=[CH:37][N:38]=4)=[CH:32][CH:33]=3)=[C:6]2[N:7]=1)([CH3:18])[CH3:17] |f:3.4.5,9.10.11.12.13|. Procedure details: To a sealed tube was added (S)-3-(3-bromopyrazolo[1,5-a]pyrimidin-5-yl)-4-isopropyloxazolidin-2-one (2.5 g, 7.69 mmol), 2-(4-(4,4,5,5-tetramethyl-1,3,2-dioxaborolan-2-yl)phenyl)-1-((2-(trimethylsilyl)ethoxy)methyl)-1H-imidazole (4.62 g, 11.5 mmol), dioxane (76.9 mL, 7.69 mmol) and 2.0M Na2CO3 (11.5 mL, 23.1 mmol). The mixture was degassed by bubbling N2 through the solution. Pd2 dba3 (0.704 g, 0.769 mmol) and dicyclohexyl(2′,4′,6′-triisopropylbiphenyl-2-yl)phosphine (0.367 g, 0.769 mmol) were ad... Starting materials: N#Cc1cn(C2CCC2)c2cc(Br)ccc12, CC(C)(C)OC(=O)Nc1ccc(I)cc1, C1CCOC1, CC(C)[N-]C(C)C, CC(C)OB(OC(C)C)OC(C)C, [K+], [K+], [Li+], O=C([O-])[O-], CN(C)C=O, O. Yields the product CC(C)(C)OC(=O)Nc1ccc(-c2c(C#N)c3ccc(Br)cc3n2C2CCC2)cc1. RXN SMILES: [Br:1][c:2]1[cH:3][cH:4][c:5]2[c:6]([C:15]#[N:16])[cH:7][n:8]([CH:11]3[CH2:12][CH2:13][CH2:14]3)[c:9]2[cH:10]1.[C:38]([CH3:39])([CH3:40])([CH3:41])[O:42][C:43]([NH:44][c:45]1[cH:46][cH:47][c:48]([I:51])[cH:49][cH:50]1)=[O:52].[CH2:59]1[O:60][CH2:61][CH2:62][CH2:63]1.[CH3:31][CH:32]([N-:33][CH:34]([CH3:35])[CH3:36])[CH3:37].[CH:17]([O:18][B:19]([O:20][CH:21]([CH3:22])[CH3:23])[O:24][CH:25]([CH3:26])[CH3:27])([CH3:28])[CH3:29].[K+:53].[K+:54].[Li+:30].[O-:55][C:56]([O-:57])=[O:58].[O:65]=[CH:66][N:67]([CH3:68])[CH3:69].[OH2:64]>>[Br:1][c:2]1[cH:3][cH:4][c:5]2[c:6]([C:15]#[N:16])[c:7](-[c:48]3[cH:47][cH:46][c:45]([NH:44][C:43]([O:42][C:38]([CH3:39])([CH3:40])[CH3:41])=[O:52])[cH:50][cH:49]3)[n:8]([CH:11]3[CH2:12][CH2:13][CH2:14]3)[c:9]2[cH:10]1. Starting materials: COc1ccc(CC(CSC(C)=O)C(=O)Nc2cccc(C(=O)O)c2)cc1, Cl, [Na+], [Na], [OH-], O. Product: [Na], COc1ccc(CC(CS)C(=O)Nc2cccc(C(=O)O)c2)cc1. As a reaction SMILES: [C:2](=[O:3])([CH3:4])[S:5][CH2:6][CH:7]([C:8](=[O:9])[NH:10][c:11]1[cH:12][c:13]([C:14](=[O:15])[OH:16])[cH:17][cH:18][cH:19]1)[CH2:20][c:21]1[cH:22][cH:23][c:24]([O:27][CH3:28])[cH:25][cH:26]1.[ClH:31].[Na+:30].[Na:1].[OH-:29].[OH2:32]>>[Na:1].[SH:5][CH2:6][CH:7]([C:8](=[O:9])[NH:10][c:11]1[cH:12][c:13]([C:14](=[O:15])[OH:16])[cH:17][cH:18][cH:19]1)[CH2:20][c:21]1[cH:22][cH:23][c:24]([O:27][CH3:28])[cH:25][cH:26]1.